From a dataset of the Open Reaction Database (ORD), a public repository of structured organic reaction records. describe an organic reaction: reactants, conditions, products, and yield The reactants are ClC1=NC(=NC2=C1OC(C(N2)=O)C)C (4-chloro-2,6-dimethyl-6,7-dihydro-8H-pyrimido[5,4-b][1,4]oxazin-7-one), OC(C)N1CCNCC1 (1-hydroxyethylpiperazine), C(CCC)O (n-butanol). Yields the product CC=1N=C(C=2OC(C(NC2N1)=O)C)N1CCN(CC1)CCO (2,6-Dimethyl-4-[4-(2-hydroxyethyl)-1-piperazinyl]-6,7-dihydro-8H-pyrimido[5,4-b][1,4]oxazin-7-one). As a reaction SMILES: Cl[C:2]1[C:7]2[O:8][CH:9]([CH3:13])[C:10](=[O:12])[NH:11][C:6]=2[N:5]=[C:4]([CH3:14])[N:3]=1.O[CH:16]([N:18]1[CH2:23][CH2:22][NH:21][CH2:20][CH2:19]1)[CH3:17].C([OH:28])CCC>>[CH3:14][C:4]1[N:3]=[C:2]([N:21]2[CH2:22][CH2:23][N:18]([CH2:16][CH2:17][OH:28])[CH2:19][CH2:20]2)[C:7]2[O:8][CH:9]([CH3:13])[C:10](=[O:12])[NH:11][C:6]=2[N:5]=1. Procedure: A mixture containing 0.86 g of 4-chloro-2,6-dimethyl-6,7-dihydro-8H-pyrimido[5,4-b][1,4]oxazin-7-one (Khim. Geterotsikl. Soed. 1972, 1285), 20 ml of n-butanol and 1.04 g of 1-hydroxyethylpiperazine is refluxed for 7 hours, then evaporated. After adding 20 ml of water, the residue is extracted with ethyl acetate. The organic solution is dried and evaporated. After recrystallizing the residue from ethyl acetate, 0.90 g of product is obtained, m.p.: 160°-161° C.